From a dataset of the Open Reaction Database (ORD), a public repository of structured organic reaction records. describe an organic reaction: reactants, conditions, products, and yield Starting materials: CO, Nc1nnc(C(CCc2ccccc2)NC(=O)OCc2ccccc2)o1. The product is Nc1nnc(C(N)CCc2ccccc2)o1. Reaction SMILES: [CH3:27][OH:28].[NH2:1][c:2]1[n:3][n:4][c:5]([CH:7]([CH2:8][CH2:9][c:10]2[cH:11][cH:12][cH:13][cH:14][cH:15]2)[NH:16][C:17](=[O:18])[O:19][CH2:20][c:21]2[cH:22][cH:23][cH:24][cH:25][cH:26]2)[o:6]1>>[NH2:1][c:2]1[n:3][n:4][c:5]([CH:7]([CH2:8][CH2:9][c:10]2[cH:11][cH:12][cH:13][cH:14][cH:15]2)[NH2:16])[o:6]1.